Dataset: the Open Reaction Database (ORD), a public repository of structured organic reaction records. Task: describe an organic reaction: reactants, conditions, products, and yield The reactants are FC1=NC=CC(=C1)C1=NC2=CC=C(C=C2N=C1N(C)C(C)C)C(=O)OC (methyl 2-(2-fluoropyridin-4-yl)-3-(isopropyl(methyl)amino)quinoxaline-6-carboxylate), [OH-].[Na+] (sodium hydroxide). The solvent is CO (methanol), C(Cl)(Cl)Cl (chloroform), O (water). Conditions: time 8 hour. Product: FC1=NC=CC(=C1)C1=NC2=CC=C(C=C2N=C1N(C)C(C)C)C(=O)O (2-(2-fluoropyridin-4-yl)-3-(isopropyl(methyl)amino)quinoxaline-6-carboxylic acid). Isolated yield 42.0%. As a reaction SMILES: [F:1][C:2]1[CH:7]=[C:6]([C:8]2[C:17]([N:18]([CH:20]([CH3:22])[CH3:21])[CH3:19])=[N:16][C:15]3[C:10](=[CH:11][CH:12]=[C:13]([C:23]([O:25]C)=[O:24])[CH:14]=3)[N:9]=2)[CH:5]=[CH:4][N:3]=1.[OH-].[Na+]>CO.C(Cl)(Cl)Cl.O>[F:1][C:2]1[CH:7]=[C:6]([C:8]2[C:17]([N:18]([CH:20]([CH3:22])[CH3:21])[CH3:19])=[N:16][C:15]3[C:10](=[CH:11][CH:12]=[C:13]([C:23]([OH:25])=[O:24])[CH:14]=3)[N:9]=2)[CH:5]=[CH:4][N:3]=1 |f:1.2|. Procedure: To a solution of methyl 2-(2-fluoropyridin-4-yl)-3-(isopropyl(methyl)amino)quinoxaline-6-carboxylate (125.0 mg, 0.35 mmol) in methanol (25 mL) and chloroform (10 mL) was added sodium hydroxide (56.0 mg, 1.40 mmol) in water (1 mL). The resulting solution was stirred overnight at room temperature and concentrated under vacuum. The residue was dissolved in water (20 mL) and adjusted to pH 6 with hydrochloric acid (1N). The product was precipitated and collected by filtration to afford 2-(2-fluoropy...